Dataset: the Open Reaction Database (ORD), a public repository of structured organic reaction records. Task: describe an organic reaction: reactants, conditions, products, and yield Starting materials: C(=O)(OC(C)(C)C)N1C=C(C2=CC=CC=C12)CC1C(N(C2=C(N(C1=O)CC(=O)N(C1=CC=C(C=C1)OC)C(C)C)C=CC=C2)C2=CC=CC=C2)=O (2-[3-(N-BOC-indol-3-ylmethyl)-2,4-dioxo-5-phenyl-2,3,4,5-tetrahydro-benzo[b][1,4]diazepin-1-yl]-N-isopropyl-N-(4-methoxy-phenyl) acetamide), CI (methyl iodide), CN(C)C=O (DMF), solution, C[Si](C)(C)[N-][Si](C)(C)C.[Na+] (NaN(TMS)2). Run in C1CCOC1 (THF). Run at temperature 50 celsius, time 10 minute. The product is N1C=C(C2=CC=CC=C12)CC1(C(N(C2=C(N(C1=O)CC(=O)N(C1=CC=C(C=C1)OC)C(C)C)C=CC=C2)C2=CC=CC=C2)=O)C (2-[3-(1H-indol-3-ylmethyl)-3-methyl-2,4-dioxo-5-phenyl-2,3,4,5-tetrahydro-benzo[b][1,4]diazepin-1-yl]-N-isopropyl-N-(4-methoxy-phenyl) acetamide). Reaction SMILES: C([N:8]1[C:16]2[C:11](=[CH:12][CH:13]=[CH:14][CH:15]=2)[C:10]([CH2:17][CH:18]2[C:24](=[O:25])[N:23]([CH2:26][C:27]([N:29]([CH:38]([CH3:40])[CH3:39])[C:30]3[CH:35]=[CH:34][C:33]([O:36][CH3:37])=[CH:32][CH:31]=3)=[O:28])[C:22]3C=[CH:42][CH:43]=[CH:44][C:21]=3N(C3C=CC=CC=3)[C:19]2=O)=[CH:9]1)(OC(C)(C)C)=O.C[Si]([N-][Si](C)(C)C)(C)C.[Na+].CI.[CH3:64][N:65]([CH:67]=[O:68])[CH3:66]>C1COCC1>[NH:8]1[C:16]2[C:11](=[CH:12][CH:13]=[CH:14][CH:15]=2)[C:10]([CH2:17][C:18]2([CH3:19])[C:24](=[O:25])[N:23]([CH2:26][C:27]([N:29]([CH:38]([CH3:40])[CH3:39])[C:30]3[CH:31]=[CH:32][C:33]([O:36][CH3:37])=[CH:34][CH:35]=3)=[O:28])[C:22]3[CH:21]=[CH:44][CH:43]=[CH:42][C:64]=3[N:65]([C:66]3[CH:18]=[CH:17][CH:10]=[CH:11][CH:12]=3)[C:67]2=[O:68])=[CH:9]1 |f:1.2|. Procedure details: To a stirring solution of 750 mg (1.64 mmol) of 2-(2,4-Dioxo-5-phenyl-2,3,4,5-tetrahydro-benzo[b][1,4]diazepin-1-yl)-N-isopropyl-N-(4-methoxy-phenyl) acetamide, prepared as in Intermediate 4, in 25 mL DMF at 0° C. is added dropwise over 5 min 3.60 mL (1.80 mmol, 1.1 equiv) of a 0.5M solution of KN(TMS)2 in toluene. The resulting solution is stirred 10 min, then a solution of 560 mg (1.80 mmol, 1.1 equiv) of N-BOC-3-bromomethylindolyl (Schollkopf et. al., Liebigs Ann, Chem. 1985, 413) in 2 mL DMF... The reactants are C(C)(=O)OCCCCCCCCCCC[C@H]1[C@H]2[C@@H]3CCC([C@@]3(C)CC[C@@H]2[C@H]2CCC(C=C2C1)=O)=O (7α-(11-acetoxyundecyl)-4-estrene-3,17-dione), [Br-].[Li+] (lithium bromide), C(C)#N (acetonitrile), C(C)#N (acetonitrile), C([O-])(O)=O.[Na+] (sodium bicarbonate). Reagents/catalysts: [Cu](Br)Br (copper(II) bromide). The product is C(C)(=O)OC1=CC=2C[C@H]([C@H]3[C@@H]4CCC([C@@]4(C)CC[C@@H]3C2C=C1)=O)CCCCCCCCCCCOC(C)=O (3-acetoxy-7α-(11-acetoxyundecyl)-1,3,5(10)-estratrien-17-one). RXN SMILES: [C:1]([O:4][CH2:5][CH2:6][CH2:7][CH2:8][CH2:9][CH2:10][CH2:11][CH2:12][CH2:13][CH2:14][CH2:15][C@@H:16]1[CH2:33][C:32]2[C@H:27]([CH2:28][CH2:29][C:30](=[O:34])[CH:31]=2)[C@@H:26]2[C@@H:17]1[C@H:18]1[C@@:22]([CH2:24][CH2:25]2)([CH3:23])[C:21](=[O:35])[CH2:20][CH2:19]1)(=[O:3])[CH3:2].[Br-].[Li+].[C:38](=[O:41])(O)[O-].[Na+].[C:43](#N)C>[Cu](Br)Br>[C:38]([O:34][C:30]1[CH:29]=[CH:28][C:27]2[C@@H:26]3[C@H:17]([C@H:18]4[C@@:22]([CH2:24][CH2:25]3)([CH3:23])[C:21](=[O:35])[CH2:20][CH2:19]4)[C@H:16]([CH2:15][CH2:14][CH2:13][CH2:12][CH2:11][CH2:10][CH2:9][CH2:8][CH2:7][CH2:6][CH2:5][O:4][C:1](=[O:3])[CH3:2])[CH2:33][C:32]=2[CH:31]=1)(=[O:41])[CH3:43] |f:1.2,3.4|. Procedure details: 10.5 g of 7α-(11-acetoxyundecyl)-4-estrene-3,17-dione in 58.5 ml of acetonitrile is added to a solution of 9.1 g of copper(II) bromide and 1.78 g of lithium bromide in 141 ml of acetonitrile and heated under reflux for 0.5 hour. Then the mixture is cooled to 0°, gradually combined with 235 ml of sodium bicarbonate solution, extracted three times with ethyl acetate, washed with water and sodium chloride solution, dried over sodium sulfate, concentrated to dryness under vacuum, and chromatographed...